Dataset: the Open Reaction Database (ORD), a public repository of structured organic reaction records. Task: describe an organic reaction: reactants, conditions, products, and yield The reactants are O1CCOC12CCC(CC2)C(C=C)O (1-(1,4-dioxaspiro[4.5]decan-8-yl)prop-2-en-1-ol), [H-].[Na+] (sodium hydride), C(C=C)Br (Allyl bromide). Conditions: time 1 hour. Yields the product C(C=C)OC(C=C)C1CCC2(OCCO2)CC1 (8-(1-(allyloxy)allyl)-1,4-dioxaspiro[4.5]decane). Reaction SMILES: [O:1]1[C:5]2([CH2:10][CH2:9][CH:8]([CH:11]([OH:14])[CH:12]=[CH2:13])[CH2:7][CH2:6]2)[O:4][CH2:3][CH2:2]1.[H-].[Na+].[CH2:17](Br)[CH:18]=[CH2:19]>>[CH2:19]([O:14][CH:11]([CH:8]1[CH2:9][CH2:10][C:5]2([O:4][CH2:3][CH2:2][O:1]2)[CH2:6][CH2:7]1)[CH:12]=[CH2:13])[CH:18]=[CH2:17] |f:1.2|. Reported procedure: A solution of 1-(1,4-dioxaspiro[4.5]decan-8-yl)prop-2-en-1-ol (414 mg, 2.09 mmol), prepared in the previous step, was added to a suspension of sodium hydride (104 mg, 4.12 mmol, 95%) dropwise at 0° C. under argon. After the complete addition, the reaction mixture was allowed to reach room temperature and stirred for 1 hour. Allyl bromide (0.35 mL, 4.05 mmol) was added dropwise and the mixture stirred overnight at room temperature. It was poured onto ice cooled saturated NaHCO3 solution. After ex... Reactants: C(=O)(O)CCC1=C(OCCCC(=O)O)C=CC=C1CCCCCC#C (4-[2-(2-carboxy-ethyl)-3-hept-6-ynyl-phenoxy]-butyric acid), BrC=1C=C(C(=O)N(C)C)C=C(C1)I (3-bromo-5-iodo-N,N-dimethyl-benzamide). Reagents/catalysts: C(=O)(C(F)(F)F)O (TFA), [Cu]I (CuI), [Pd](Cl)Cl.C1(=CC=CC=C1)P(C1=CC=CC=C1)C1=CC=CC=C1.C1(=CC=CC=C1)P(C1=CC=CC=C1)C1=CC=CC=C1 (bis(triphenylphosphine) palladium(II) dichloride). Solvent: C1CCOC1 (THF), TEA. Conditions: temperature 70 celsius. Yields the product BrC=1C=C(C=C(C1)C(N(C)C)=O)C#CCCCCCC=1C(=C(OCCCC(=O)O)C=CC1)CCC(=O)O (4-[3-[7-(3-Bromo-5-dimethylcarbamoyl-phenyl)-hept-6-ynyl]-2-(2-carboxy-ethyl)-phenoxy]-butyric acid). Yield: 65.8%. RXN SMILES: [C:1]([CH2:4][CH2:5][C:6]1[C:18]([CH2:19][CH2:20][CH2:21][CH2:22][CH2:23][C:24]#[CH:25])=[CH:17][CH:16]=[CH:15][C:7]=1[O:8][CH2:9][CH2:10][CH2:11][C:12]([OH:14])=[O:13])([OH:3])=[O:2].[Br:26][C:27]1[CH:28]=[C:29]([CH:35]=[C:36](I)[CH:37]=1)[C:30]([N:32]([CH3:34])[CH3:33])=[O:31]>C1COCC1.C(O)(C(F)(F)F)=O.[Cu]I.[Pd](Cl)Cl.C1(P(C2C=CC=CC=2)C2C=CC=CC=2)C=CC=CC=1.C1(P(C2C=CC=CC=2)C2C=CC=CC=2)C=CC=CC=1>[Br:26][C:27]1[CH:37]=[C:36]([C:25]#[C:24][CH2:23][CH2:22][CH2:21][CH2:20][CH2:19][C:18]2[C:6]([CH2:5][CH2:4][C:1]([OH:3])=[O:2])=[C:7]([CH:15]=[CH:16][CH:17]=2)[O:8][CH2:9][CH2:10][CH2:11][C:12]([OH:14])=[O:13])[CH:35]=[C:29]([C:30](=[O:31])[N:32]([CH3:33])[CH3:34])[CH:28]=1 |f:5.6.7|. Procedure details: To a solution of 4-[2-(2-carboxy-ethyl)-3-hept-6-ynyl-phenoxy]-butyric acid (900 mg, 2.6 mmol), 3-bromo-5-iodo-N,N-dimethyl-benzamide (1.0 g, 2.8 mmol), CuI (20 mg, 0.11 mmol) in THF (10 mL) and TEA (10 mL) was added bis(triphenylphosphine) palladium(II) dichloride (75 mg, 0.11 mmol). The reaction mixture was heated at 70° C. for 5 h. Then the reaction mixture was cooled to room temperature, a few drops of TFA were added and the resulting mixture was concentrated under reduced pressure. The crud... The reactants are COC(=O)C1N(C(CCC1)CC(CO)O)C(=O)OCC1=CC=CC=C1 (6-(2,3-Dihydroxy-propyl)-piperidine-1,2-dicarboxylic acid 1-benzyl ester 2-methyl ester), COC(=O)C1N(C(CCC1)CC(CO)O)C(=O)OCC1=CC=CC=C1 (6-(2,3-Dihydroxy-propyl)-piperidine-1,2-dicarboxylic acid 1-benzyl ester 2-methyl ester), NaIO4. Run in [Cl-].[Na+].O (brine), CCOCC (Et2O). Run at temperature 0 celsius, time 1 hour. Product: COC(=O)C1N(C(CCC1)CC=O)C(=O)OCC1=CC=CC=C1 (6-(2-Oxo-ethyl)-piperidine-1,2-Dicarboxylic Acid 1-Benzyl Ester 2-Methyl Ester). Yield: 94.8%. Reaction SMILES: [CH3:1][O:2][C:3]([CH:5]1[CH2:10][CH2:9][CH2:8][CH:7]([CH2:11][CH:12]([OH:15])CO)[N:6]1[C:16]([O:18][CH2:19][C:20]1[CH:25]=[CH:24][CH:23]=[CH:22][CH:21]=1)=[O:17])=[O:4]>CCOCC.[Cl-].[Na+].O>[CH3:1][O:2][C:3]([CH:5]1[CH2:10][CH2:9][CH2:8][CH:7]([CH2:11][CH:12]=[O:15])[N:6]1[C:16]([O:18][CH2:19][C:20]1[CH:21]=[CH:22][CH:23]=[CH:24][CH:25]=1)=[O:17])=[O:4] |f:2.3.4|. Procedure details: 6-(2,3-Dihydroxy-propyl)-piperidine-1,2-dicarboxylic acid 1-benzyl ester 2-methyl ester (Compound 235, 0.614 g, 1.75 mmol) was dissolved in Et2O (20 mL) and cooled to 0° C. Ten percent NaIO4 aqueous solution (4 mL) was added, and the reaction was stirred for 1 hour. The reaction mixture was poured into brine (15 mL) and extracted with Et2O (3×20 mL). The combined organic layer was further washed with aqueous NaS2O3 (10 mL), NaHCO3 saturated solution (10 mL), brine (10 mL) and finally dried over ... The reactants are OC(C(=O)O)C1=CC(=CC=C1)C=1C=C2C(=NC1)N(C=C2C2=C(C=CC=C2)OC)S(=O)(=O)C2=CC=C(C=C2)C (hydroxyl-{3-[3-(2-methoxy-phenyl)-1-(toluene-4-sulfonyl)-1H-pyrrolo[2,3-b]pyridine-5-yl]-phenyl}-acetic acid), CNCC1OCCC1 (methyl-(tetrahydro-furan-2-ylmethyl)-amine), C(C)(C)N(CC)C(C)C (diisopropylethylamine), N,N,N′N′-Tetramethyl-O-(7-azabenzotriazol-1-yl)uronium hexafluorophosphate. The solvent is C1CCOC1 (THF), C(C)(=O)OCC (ethyl acetate). Run at temperature 60 celsius. The product is O1C(CCC1)CCC(=O)N (tetrahydro-furan-2-ylmethyl-acetamide). Isolated yield 93.7%. As a reaction SMILES: OC(C1C=CC=C(C2C=C3[C:20]([C:21]4C=C[CH:24]=[CH:23][C:22]=4[O:27][CH3:28])=[CH:19][N:18](S(C4C=CC(C)=CC=4)(=O)=O)C3=NC=2)C=1)C(O)=O.CNCC1CCC[O:43]1.C(N(C(C)C)CC)(C)C>C1COCC1.C(OCC)(=O)C>[O:27]1[CH2:28][CH2:24][CH2:23][CH:22]1[CH2:21][CH2:20][C:19]([NH2:18])=[O:43]. Reported procedure: A mixture of hydroxyl-{3-[3-(2-methoxy-phenyl)-1-(toluene-4-sulfonyl)-1H-pyrrolo[2,3-b]pyridine-5-yl]-phenyl}-acetic acid (0.2 g, 0.38 mmol), methyl-(tetrahydro-furan-2-ylmethyl)-amine (0.7 g, 0.57 mmol), diisopropylethylamine (DIEA, 200 μl, 1.14 mmol), N,N,N′N′-Tetramethyl-O-(7-azabenzotriazol-1-yl)uronium hexafluorophosphate (HATU, 216 mg, 0.57 mmol) in THF (5 ml) was stirred at 60° C. until no solid remained. The reaction mixture was taken up in 10 ml ethyl acetate and subsequently extracted ... Reactants: C(C)(=O)O[C@@H]1CC2=CC[C@H]3[C@@H]4CC(=C([C@@]4(C)CC[C@@H]3[C@]2(CC1)C)Cl)C=O (3β-acetoxy-17-chloro-16-formylandrosta-5,16-diene), C(C)(=O)O[C@@H]1CC2=CC[C@H]3[C@@H]4CC(=C([C@@]4(C)CC[C@@H]3[C@]2(CC1)C)Cl)C=O (3β-acetoxy-17-chloro-16-formylandrosta-5,16-diene), N1N=NC=C1 (1H-1,2,3-Triazole), C(=O)([O-])[O-].[K+].[K+] (K2CO3). The product is C(C)(=O)O[C@@H]1CC2=CC[C@H]3[C@@H]4CC(=C([C@@]4(C)CC[C@@H]3[C@]2(CC1)C)N1N=CC=N1)C=O (3β-acetoxy-17-(2H-1,2,3-triazol-2-yl)-16-formylandrosta-5,16-diene), C(C)(=O)O[C@@H]1CC2=CC[C@H]3[C@@H]4CC(=C([C@@]4(C)CC[C@@H]3[C@]2(CC1)C)N1N=NC=C1)C=O (3β-acetoxy-17-(1-H-1,2,3-triazol-1-yl)-16-formylandrosta-5,16-diene). As a reaction SMILES: [C:1]([O:4][C@H:5]1[CH2:22][CH2:21][C@@:20]2([CH3:23])[C:7](=[CH:8][CH2:9][C@@H:10]3[C@@H:19]2[CH2:18][CH2:17][C@@:15]2([CH3:16])[C@H:11]3[CH2:12][C:13]([CH:25]=[O:26])=[C:14]2Cl)[CH2:6]1)(=[O:3])[CH3:2].[NH:27]1[CH:31]=[CH:30][N:29]=[N:28]1.C([O-])([O-])=O.[K+].[K+]>>[C:1]([O:4][C@H:5]1[CH2:22][CH2:21][C@@:20]2([CH3:23])[C:7](=[CH:8][CH2:9][C@@H:10]3[C@@H:19]2[CH2:18][CH2:17][C@@:15]2([CH3:16])[C@H:11]3[CH2:12][C:13]([CH:25]=[O:26])=[C:14]2[N:28]2[N:29]=[CH:30][CH:31]=[N:27]2)[CH2:6]1)(=[O:3])[CH3:2].[C:1]([O:4][C@H:5]1[CH2:22][CH2:21][C@@:20]2([CH3:23])[C:7](=[CH:8][CH2:9][C@@H:10]3[C@@H:19]2[CH2:18][CH2:17][C@@:15]2([CH3:16])[C@H:11]3[CH2:12][C:13]([CH:25]=[O:26])=[C:14]2[N:27]2[CH:31]=[CH:30][N:29]=[N:28]2)[CH2:6]1)(=[O:3])[CH3:2] |f:2.3.4|. Reported procedure: This Example describes the reaction of 3β-acetoxy-17-chloro-16-formylandrosta-5, 16-diene (Compound 3) with 1H-1,2,3-Triazole and K2CO3 to give 3β-acetoxy-17-(2H-1,2,3-triazol-2-yl)-16-formylandrosta-5,16-diene (Compound 15) and 3β-acetoxy-17-(1-H-1,2,3-triazol-1-yl)-16-formylandrosta-5,16-diene (Compound 16), respectively. Starting materials: CC1=C2C=CC=C(C2=CC=C1)OC1=NC=C(C#N)C=C1 (6-(5-methylnaphthalen-1-yloxy)nicotinonitrile), BrN1C(CCC1=O)=O (N-bromosuccinimide), C(C1=CC=CC=C1)(=O)OOC(C1=CC=CC=C1)=O (benzoyl peroxide). The solvent is C(Cl)(Cl)(Cl)Cl (carbon tetrachloride). Conditions: temperature 70 celsius. Yields the product BrCC1=C2C=CC=C(C2=CC=C1)OC1=NC=C(C#N)C=C1 (6-(5-Bromomethylnaphthalen-1-yloxy)nicotinonitrile). As a reaction SMILES: [CH3:1][C:2]1[CH:11]=[CH:10][CH:9]=[C:8]2[C:3]=1[CH:4]=[CH:5][CH:6]=[C:7]2[O:12][C:13]1[CH:20]=[CH:19][C:16]([C:17]#[N:18])=[CH:15][N:14]=1.[Br:21]N1C(=O)CCC1=O.C(OOC(=O)C1C=CC=CC=1)(=O)C1C=CC=CC=1>C(Cl)(Cl)(Cl)Cl>[Br:21][CH2:1][C:2]1[CH:11]=[CH:10][CH:9]=[C:8]2[C:3]=1[CH:4]=[CH:5][CH:6]=[C:7]2[O:12][C:13]1[CH:20]=[CH:19][C:16]([C:17]#[N:18])=[CH:15][N:14]=1. Procedure details: To a solution of 6-(5-methylnaphthalen-1-yloxy)nicotinonitrile (Preparation 22) (530 mg, 2.04 mmol) in carbon tetrachloride (30 mL) under argon was added N-bromosuccinimide (435 mg, 2.44 mmol) followed by benzoyl peroxide (25 mg, 0.1 mmol). The mixture was heated to 70° C. for 16 h. The reaction mixture was cooled, filtered through celite, and washed with DCM (70 mL). The organic phase was washed with NaHCO3 (30 mL), brine (30 mL) and dried (MgSO4). Solvent was removed in vacuo to give the title...